From a dataset of the Open Reaction Database (ORD), a public repository of structured organic reaction records. describe an organic reaction: reactants, conditions, products, and yield The reactants are NC1C(N(CC(SC1)C1=CC2=CC=CC=C2C=C1)CC(=O)OC(C)(C)C)=O (t-butyl α-[6-amino-2-(2-naphthyl)-5-oxoperhydro-1,4-thiazepin-4-yl]acetate), BrC(C(=O)OCC)CCC1=CC=CC=C1 (ethyl 2-bromo-4-phenylbutyrate), C(C)(=O)OCC (ethyl acetate). The solvent is C(Cl)Cl (methylene chloride). The product is C(C)OC(=O)C(CCC1=CC=CC=C1)NC1C(N(CC(SC1)C1=CC2=CC=CC=C2C=C1)CC(=O)OC(C)(C)C)=O (t-Butyl α-[6-(1-ethoxycarbonyl-3-phenylpropylamino)-2-(2-naphthyl)-5-oxoperhydro-1,4-thiazepin-4-yl]acetate). RXN SMILES: [NH2:1][CH:2]1[CH2:8][S:7][CH:6]([C:9]2[CH:18]=[CH:17][C:16]3[C:11](=[CH:12][CH:13]=[CH:14][CH:15]=3)[CH:10]=2)[CH2:5][N:4]([CH2:19][C:20]([O:22][C:23]([CH3:26])([CH3:25])[CH3:24])=[O:21])[C:3]1=[O:27].Br[CH:29]([CH2:35][CH2:36][C:37]1[CH:42]=[CH:41][CH:40]=[CH:39][CH:38]=1)[C:30]([O:32][CH2:33][CH3:34])=[O:31].C(OCC)(=O)C>C(Cl)Cl>[CH2:33]([O:32][C:30]([CH:29]([NH:1][CH:2]1[CH2:8][S:7][CH:6]([C:9]2[CH:18]=[CH:17][C:16]3[C:11](=[CH:12][CH:13]=[CH:14][CH:15]=3)[CH:10]=2)[CH2:5][N:4]([CH2:19][C:20]([O:22][C:23]([CH3:24])([CH3:26])[CH3:25])=[O:21])[C:3]1=[O:27])[CH2:35][CH2:36][C:37]1[CH:38]=[CH:39][CH:40]=[CH:41][CH:42]=1)=[O:31])[CH3:34]. Reported procedure: 0.85 g of t-butyl α-[6-amino-2-(2-naphthyl)-5-oxoperhydro-1,4-thiazepin-4-yl]acetate [prepared as described in step (g) above] was subjected to N-alkylation with 1.08 g of ethyl 2-bromo-4-phenylbutyrate in the same manner as described in Example 36(h). The reaction product was subjected to silica gel column chromatography, using a 1:30 by volume mixture of ethyl acetate and methylene chloride, to separate it into two isomers, A and B (ascribed to the asymmetric carbon atom to which the phenethyl...